describe an organic reaction: reactants, conditions, products, and yield From a dataset of the Open Reaction Database (ORD), a public repository of structured organic reaction records. Reactants: FC1=C(OC2=CC=NC3=CC(=CC=C23)OC)C=CC(=C1)[N+](=O)[O-] (4-(2-fluoro-4-nitrophenoxy)-7-methoxyquinoline), Cl (HCl). Reagents/catalysts: [Fe] (Iron). Run in CO (MeOH), C1CCOC1 (THF), CO (methanol). Reaction conditions: temperature 0 celsius, time 3.5 hour. The product is FC=1C=C(C=CC1OC1=CC=NC2=CC(=CC=C12)OC)N (3-fluoro-4-(7-methoxyquinolin-4-yloxy)benzenamine). Reaction SMILES: [F:1][C:2]1[CH:20]=[C:19]([N+:21]([O-])=O)[CH:18]=[CH:17][C:3]=1[O:4][C:5]1[C:14]2[C:9](=[CH:10][C:11]([O:15][CH3:16])=[CH:12][CH:13]=2)[N:8]=[CH:7][CH:6]=1.Cl>C1COCC1.CO.[Fe]>[F:1][C:2]1[CH:20]=[C:19]([NH2:21])[CH:18]=[CH:17][C:3]=1[O:4][C:5]1[C:14]2[C:9](=[CH:10][C:11]([O:15][CH3:16])=[CH:12][CH:13]=2)[N:8]=[CH:7][CH:6]=1. Procedure: To 4-(2-fluoro-4-nitrophenoxy)-7-methoxyquinoline (0.900 g, 2.9 mmol) in THF was added methanol (53 ml, 1297 mmol) and 1N HCl (8.6 ml, 8.6 mmol). The resulting mixture was cooled to 0° C. Iron (2.2 g, 40 mmol) was added, and the reaction was allowed to stir at RT for 3.5 hours. The reaction mixture was then diluted with MeOH, filtered through a pad of Celite, and concentrated in vacuo. The residue was then diluted with sat. NaHCO3 (aq) and CH2Cl2. The aqueous layer was separated and extracted th... The reactants are C(=O)C=O (glyoxal), C(C)NCCNCC (N,N'-diethylethylenediamine). The solvent is O (water). The product is C(C)N1C(CN(CC1)CC)=O (1,4-diethylpiperazin-2-one). Yield: 92.8%. Reaction SMILES: [CH:1]([CH:3]=O)=[O:2].[CH2:5]([NH:7][CH2:8][CH2:9][NH:10][CH2:11][CH3:12])[CH3:6]>O>[CH2:5]([N:7]1[CH2:8][CH2:9][N:10]([CH2:11][CH3:12])[CH2:3][C:1]1=[O:2])[CH3:6]. Procedure details: To 10.0 g (69.0 mmoles) of 40 percent glyoxal and 200 ml of distilled water is rapidly added 8.0 g (69.0 mmoles) of N,N'-diethylethylenediamine. The solution is heated rapidly to reflux and heating maintained for 5 minutes. The dark brown solution is allowed to cool to room temperature and is then evaporated at 60° C. under water pump vacuum to a viscous brown oil. The oil is distilled in a short path distillation apparatus to yield 10 g (93 percent yield) of 1,4-diethylpiperazin-2-one in the fo... Reactants: ClC=1C=C(C=CC1)C1=C(C(=CC=C1OC)CC(=O)O)F ((3′-Chloro-2-fluoro-6-methoxy-biphenyl-3-yl)-acetic acid), NNC(=S)N (thiosemicarbazide), resultant mixture, O (water). Run in P(=O)(Cl)(Cl)Cl (phosphorous oxychloride). Run at temperature 120 celsius. Yields the product ClC=1C=C(C=CC1)C1=C(C(=CC=C1OC)CC1=NN=C(S1)N)F (5-(3′-Chloro-2-fluoro-6-methoxy-biphenyl-3-ylmethyl)-[1,3,4]thiadiazol-2-ylamine). Isolated yield 39.0%. As a reaction SMILES: [Cl:1][C:2]1[CH:3]=[C:4]([C:8]2[C:13]([O:14][CH3:15])=[CH:12][CH:11]=[C:10]([CH2:16][C:17](O)=O)[C:9]=2[F:20])[CH:5]=[CH:6][CH:7]=1.[NH2:21][NH:22][C:23]([NH2:25])=[S:24].O>P(Cl)(Cl)(Cl)=O>[Cl:1][C:2]1[CH:3]=[C:4]([C:8]2[C:13]([O:14][CH3:15])=[CH:12][CH:11]=[C:10]([CH2:16][C:17]3[S:24][C:23]([NH2:25])=[N:22][N:21]=3)[C:9]=2[F:20])[CH:5]=[CH:6][CH:7]=1. Reported procedure: A mixture of (3′-Chloro-2-fluoro-6-methoxy-biphenyl-3-yl)-acetic acid (I-79) (0.998 mmol, 1.0 eq.) and thiosemicarbazide (2.99 mmol; 3 eq.) in excess phosphorous oxychloride was heated to 120° C. for 45 minutes, and allowed to cool to room temperature. The resultant mixture was added to water, and extracted with 2 portions of ethyl acetate. The organics were washed with brine, and dried over magnesium sulfate. The residue was purified via flash chromatography on silica gel using 5% (1N NH3 in Me...